Dataset: the Open Reaction Database (ORD), a public repository of structured organic reaction records. Task: describe an organic reaction: reactants, conditions, products, and yield Starting materials: C(C)(C)(C)OC(=O)C1C(CC(C1)OC1=NC(=NC(=C1)C1=CC=CC=C1)C1=CC=CC=C1)C(NC1(C(C1)C=C)C(=O)OCC)=O (4-(2,6-Diphenyl-pyrimidin-4-yloxy)-2-(1-ethoxycarbonyl-2-vinyl-cyclopropylcarbamoyl)-cyclopentanecarboxylic acid tert-butyl ester), C(C)[SiH](CC)CC (triethylsilane), C(=O)(C(F)(F)F)O (TFA). The product is C1(=CC=CC=C1)C1=NC(=CC(=N1)OC1CC(C(C1)C(=O)O)C(NC1(C(C1)C=C)C(=O)OCC)=O)C1=CC=CC=C1 (4-(2,6-Diphenyl-pyrimidin-4-yloxy)-2-(1-ethoxycarbonyl-2-vinyl-cyclopropylcarbamoyl)-cyclopentanecarboxylic acid). The yield is 110.8%. Reaction SMILES: C([O:5][C:6]([CH:8]1[CH2:12][CH:11]([O:13][C:14]2[CH:19]=[C:18]([C:20]3[CH:25]=[CH:24][CH:23]=[CH:22][CH:21]=3)[N:17]=[C:16]([C:26]3[CH:31]=[CH:30][CH:29]=[CH:28][CH:27]=3)[N:15]=2)[CH2:10][CH:9]1[C:32](=[O:44])[NH:33][C:34]1([C:39]([O:41][CH2:42][CH3:43])=[O:40])[CH2:36][CH:35]1[CH:37]=[CH2:38])=[O:7])(C)(C)C.C([SiH](CC)CC)C.C(O)(C(F)(F)F)=O>>[C:26]1([C:16]2[N:15]=[C:14]([O:13][CH:11]3[CH2:12][CH:8]([C:6]([OH:7])=[O:5])[CH:9]([C:32](=[O:44])[NH:33][C:34]4([C:39]([O:41][CH2:42][CH3:43])=[O:40])[CH2:36][CH:35]4[CH:37]=[CH2:38])[CH2:10]3)[CH:19]=[C:18]([C:20]3[CH:21]=[CH:22][CH:23]=[CH:24][CH:25]=3)[N:17]=2)[CH:31]=[CH:30][CH:29]=[CH:28][CH:27]=1. Reported procedure: Compound 17b (1.2 g, 2 mmol) was treated with triethylsilane (0.58 g, 5.0 mmol) and TFA (25 ml) according to the procedure described in Example 13 step b, which gave the crude title compound, (1.2 g), (M+H)+542.